This data is from the Open Reaction Database (ORD), a public repository of structured organic reaction records. The task is: describe an organic reaction: reactants, conditions, products, and yield Reactants: C, O=C(Nc1ccc(Oc2ccnc(NC(=O)N3CCC(N4CCC4)CC3)c2)cc1F)OCc1ccccc1, C1CCOC1, [Pd]. Product: Nc1ccc(Oc2ccnc(NC(=O)N3CCC(N4CCC4)CC3)c2)cc1F. RXN SMILES: [C:44].[N:1]1([CH:5]2[CH2:6][CH2:7][N:8]([C:11](=[O:12])[NH:13][c:14]3[n:15][cH:16][cH:17][c:18]([O:20][c:21]4[cH:22][c:23]([F:38])[c:24]([NH:27][C:28](=[O:29])[O:30][CH2:31][c:32]5[cH:33][cH:34][cH:35][cH:36][cH:37]5)[cH:25][cH:26]4)[cH:19]3)[CH2:9][CH2:10]2)[CH2:2][CH2:3][CH2:4]1.[O:39]1[CH2:40][CH2:41][CH2:42][CH2:43]1.[Pd:45]>>[N:1]1([CH:5]2[CH2:6][CH2:7][N:8]([C:11](=[O:12])[NH:13][c:14]3[n:15][cH:16][cH:17][c:18]([O:20][c:21]4[cH:22][c:23]([F:38])[c:24]([NH2:27])[cH:25][cH:26]4)[cH:19]3)[CH2:9][CH2:10]2)[CH2:2][CH2:3][CH2:4]1. The reactants are [N+](=O)([O-])C1=CC=C(COC(=O)C2=C(CS[C@H]3N2C([C@H]3NC(COC3=CC=CC=C3)=O)=O)OC)C=C1 (7β-phenoxyacetamido-3-methoxy-3-cephem-4-carboxylic acid p-nitrobenzyl ester), [H][H] (hydrogen). The reagents and catalysts are [Pd] (palladium/charcoal). Run in CO.O1CCCC1 (methanol tetrahydrofuran), same solvent. Reaction conditions: time 1 hour. The product is O(C1=CC=CC=C1)CC(=O)N[C@H]1[C@@H]2N(C(=C(CS2)OC)C(=O)O)C1=O (7β-phenoxyacetamido-3-methoxy-3-cephem-4-carboxylic acid). RXN SMILES: [N+](C1C=CC(C[O:9][C:10]([C:12]2[N:17]3[C:18](=[O:31])[C@@H:19]([NH:20][C:21](=[O:30])[CH2:22][O:23][C:24]4[CH:29]=[CH:28][CH:27]=[CH:26][CH:25]=4)[C@H:16]3[S:15][CH2:14][C:13]=2[O:32][CH3:33])=[O:11])=CC=1)([O-])=O.[H][H]>CO.O1CCCC1.[Pd]>[O:23]([CH2:22][C:21]([NH:20][C@@H:19]1[C:18](=[O:31])[N:17]2[C:12]([C:10]([OH:11])=[O:9])=[C:13]([O:32][CH3:33])[CH2:14][S:15][C@H:16]12)=[O:30])[C:24]1[CH:29]=[CH:28][CH:27]=[CH:26][CH:25]=1 |f:2.3|. Procedure details: A solution of 250 mg (0.5 mmol) of 7β-phenoxyacetamido-3-methoxy-3-cephem-4-carboxylic acid p-nitrobenzyl ester in 2 ml of methanol/tetrahydrofuran, 1:1, is added to a mixture of 5% palladium/charcoal in 2 ml of the same solvent, which mixture has been prehydrogenated for one hour under atmospheric pressure, and the reaction mixture is hydrogenated for 3 hours at room temperature and under atmospheric pressure. After this time, about 90% of the calculated amount of hydrogen has been taken up. Th... The reactants are N=1NC(C(C=C2C1C=CC=C2)=O)=O (benzodiazepine-dione), imidoyl chloride, P(=O)(Cl)(Cl)Cl (phosphorous oxychloride). Product: N1N=CC=CC2=C1C=CC=C2 (benzodiazepine). Reaction SMILES: [N:1]1[NH:2][C:3](=O)[C:4](=O)[CH:5]=[C:6]2[CH:11]=[CH:10][CH:9]=[CH:8][C:7]=12.P(Cl)(Cl)(Cl)=O>>[NH:1]1[C:7]2[CH:8]=[CH:9][CH:10]=[CH:11][C:6]=2[CH:5]=[CH:4][CH:3]=[N:2]1. Procedure details: The title compound was prepared according to the procedures shown in the scheme below. Compound 5-chloroisatoic anhydride (A) was reacted with (R)-2-chlorophenylalanine to provide benzodiazepine-dione B based on procedures described in, for instance, Example 2. Reaction of benzodiazepine-dione B with para-methoxybenzyl chloride in the presence of base, according to procedures described in, for instance, Example 3, provided PMB-protected benzodiazepine-dione C. Conversion of benzodiazepine-dione ... RXN SMILES: [Br:1][c:2]1[cH:3][c:4]([CH3:13])[c:5]([O:6][CH2:7][CH2:8][OH:9])[c:10]([CH3:12])[cH:11]1.[C:14](=[O:15])([OH:16])[c:17]1[cH:18][cH:19][c:20]([B:23]([OH:24])[OH:25])[cH:21][cH:22]1.[CH2:28]1[O:29][CH2:30][CH2:31][O:32][CH2:33]1.[CH3:34][CH2:35][O:36][C:37](=[O:38])[CH3:39].[CH3:41][CH2:42][OH:43].[Cs+:27].[F-:26].[OH2:40]>>[c:2]1(-[c:20]2[cH:19][cH:18][c:17]([C:14](=[O:15])[OH:16])[cH:22][cH:21]2)[cH:3][c:4]([CH3:13])[c:5]([O:6][CH2:7][CH2:8][OH:9])[c:10]([CH3:12])[cH:11]1. Reactants: Cc1cc(Br)cc(C)c1OCCO, O=C(O)c1ccc(B(O)O)cc1, C1COCCO1, CCOC(C)=O, CCO, [Cs+], [F-], O. Product: Cc1cc(-c2ccc(C(=O)O)cc2)cc(C)c1OCCO. Reactants: NC=1C(=NC=C(C1)Cl)OC1=CC=C(C=C1)O (4-(3-amino-5-chloropyridin-2-yloxy)phenol), F (hydrogen fluoride), N(=O)[O-].[Na+] (sodium nitrite). Reaction conditions: temperature 0 celsius, time 2 hour. Product: ClC=1C=C(C(=NC1)OC1=CC=C(C=C1)O)F (4-(5-chloro-3-fluoropyridin-2-yloxy)phenol). Isolated yield 90.2%. Reaction SMILES: N[C:2]1[C:3]([O:9][C:10]2[CH:15]=[CH:14][C:13]([OH:16])=[CH:12][CH:11]=2)=[N:4][CH:5]=[C:6]([Cl:8])[CH:7]=1.[FH:17].N([O-])=O.[Na+]>>[Cl:8][C:6]1[CH:7]=[C:2]([F:17])[C:3]([O:9][C:10]2[CH:15]=[CH:14][C:13]([OH:16])=[CH:12][CH:11]=2)=[N:4][CH:5]=1 |f:2.3|. Procedure details: 122.5 g (0.518 mole) of 4-(3-amino-5-chloropyridin-2-yloxy)phenol are introduced at -8° to 0° C. into a vessel charged with 400 g (20 moles) of hydrogen fluoride. Then 37.3 g (0.540 mole) of sodium nitrite are added in portions over one hour. The mixture is stirred for 2 hours at 0° C. and slowly heated to 55° C. in an autoclave. Excess hydrogen fluoride is removed by distillation and the residue is taken up in 200 ml of methylene chloride and the solution is neutralised with ice-water and ammon...